This data is from the Open Reaction Database (ORD), a public repository of structured organic reaction records. The task is: describe an organic reaction: reactants, conditions, products, and yield The reactants are CNC(=C[N+](=O)[O-])NCCSCC1=CC=C(O1)CN(C)C (ranitidine), C(\C=C\C1=CC(O)=C(O)C=C1)(=O)O (caffeic acid). Solvent: ClCCl (dichloromethane). Conditions: time 30 minute. Yields the product CNC(=C[N+](=O)[O-])NCCSCC1=CC=C(O1)CN(C)C.C(\C=C\C1=CC(O)=C(O)C=C1)(=O)[O-] (Ranitidine caffeate). As a reaction SMILES: [CH3:1][NH:2][C:3]([NH:8][CH2:9][CH2:10][S:11][CH2:12][C:13]1[O:17][C:16]([CH2:18][N:19]([CH3:21])[CH3:20])=[CH:15][CH:14]=1)=[CH:4][N+:5]([O-:7])=[O:6].[C:22]([OH:34])(=[O:33])/[CH:23]=[CH:24]/[C:25]1[CH:32]=[CH:31][C:29]([OH:30])=[C:27]([OH:28])[CH:26]=1>ClCCl>[CH3:1][NH:2][C:3]([NH:8][CH2:9][CH2:10][S:11][CH2:12][C:13]1[O:17][C:16]([CH2:18][N:19]([CH3:20])[CH3:21])=[CH:15][CH:14]=1)=[CH:4][N+:5]([O-:7])=[O:6].[C:22]([O-:34])(=[O:33])/[CH:23]=[CH:24]/[C:25]1[CH:32]=[CH:31][C:29]([OH:30])=[C:27]([OH:28])[CH:26]=1 |f:3.4|. Reported procedure: A mixture of 1.57 g (0.5 cmole) of ranitidine and 0.95 g (0.5 cmole) of caffeic acid were suspended in dichloromethane (15 ml). The mixture was stirred for 2 hours 30 minutes at room temperature, was filtered, washed with dichloromethane. Dry weight 2.4 g. Quantitative yield. The reactants are FC(C=NO)(CCCOC)F (2,2-difluoro-5-methoxy-1-pentanal oxime), S(=O)(Cl)Cl (Thionyl chloride), CN(C)C1=NC=CC=C1 (dimethylamino pyridine), CC1=C(C(=NC=C1)N)C (dimethyl aminopyridine). Run in ClCCl (dichloromethane), ClCCl (dichloromethane), ice, ClCCl (dichloromethane). Conditions: temperature -15 celsius, time 1 hour. Yields the product FC(C#N)(CCCOC)F (2,2-difluoro-5-methoxy-valeronitrile). Isolated yield 67.1%. RXN SMILES: S(Cl)(Cl)=O.CN(C1C=CC=CN=1)C.[F:14][C:15]([F:24])([CH2:19][CH2:20][CH2:21][O:22][CH3:23])[CH:16]=[N:17]O.CC1C=CN=C(N)C=1C>ClCCl>[F:14][C:15]([F:24])([CH2:19][CH2:20][CH2:21][O:22][CH3:23])[C:16]#[N:17]. Procedure: Thionyl chloride (809 mg, 6.8 mmoles) in ice cold dry dichloromethane (7 ml) is added to a solution of dimethylamino pyridine (903 mg, 7.4 mmoles) in dichloromethane (15 ml) kept under nitrogen and cooled at -15° C. The oxime 34 (1.04 g, 6.2 mmoles), dissolved in dichloromethane (20 ml) is added, followed by addition of dimethyl aminopyridine as a solid (903 mg, 7.4 mmoles). The reaction mixture is then allowed to rise to room temperature, kept at 25° C. for 1 hour, diluted with dichloromethane,... Starting materials: Cl.OC=1C=C(CCN)C=CC1O (3,4-dihydroxyphenethylamine hydrochloride), C(C)OC(CSC1=CC=C(C=C1)C)OCC ((4-methylthiophenoxy)acetaldehyde diethyl acetal), C(CCC)O (n-butanol). Reagents/catalysts: Cl (hydrochloric acid). The solvent is O (water). The product is Cl.CC1=CC=C(SCC2NCCC3=CC(=C(C=C23)O)O)C=C1 (1-(4-methylthiophenoxy)methyl-6,7-dihydroxy-1,2,3,4-tetrahydroisoquinoline hydrochloride). Yield: 106.9%. RXN SMILES: C(O)CCC.[ClH:6].[OH:7][C:8]1[CH:9]=[C:10]([CH:14]=[CH:15][C:16]=1[OH:17])[CH2:11][CH2:12][NH2:13].C(O[CH:21](OCC)[CH2:22][S:23][C:24]1[CH:29]=[CH:28][C:27]([CH3:30])=[CH:26][CH:25]=1)C>Cl.O>[ClH:6].[CH3:30][C:27]1[CH:28]=[CH:29][C:24]([S:23][CH2:22][CH:21]2[C:14]3[C:10](=[CH:9][C:8]([OH:7])=[C:16]([OH:17])[CH:15]=3)[CH2:11][CH2:12][NH:13]2)=[CH:25][CH:26]=1 |f:1.2,6.7|. Procedure details: To a mixture of n-butanol (10 ml), water (2.5 ml) and concentrated hydrochloric acid (1 drop) were added 3,4-dihydroxyphenethylamine hydrochloride (0.63 g) and (4-methylthiophenoxy)acetaldehyde diethyl acetal (1.0 g), and the mixture was refluxed for 5 hours. After the reaction, the reaction mixture was concentrated to dryness under reduced pressure. The residue was crystallized by adding acetone, and the crystals were recrystallized from a mixture solvent of methanol and ether to give 1-(4-meth...